describe an organic reaction: reactants, conditions, products, and yield From a dataset of the Open Reaction Database (ORD), a public repository of structured organic reaction records. Reactants: B, O=C(CBr)c1ccccc1, CO, CSC, C1CCOC1. Product: OC(CBr)c1ccccc1. Reaction SMILES: [BH3:4].[Br:5][CH2:6][C:7](=[O:8])[c:9]1[cH:10][cH:11][cH:12][cH:13][cH:14]1.[CH3:15][OH:16].[CH3:1][S:2][CH3:3].[O:17]1[CH2:18][CH2:19][CH2:20][CH2:21]1>>[Br:5][CH2:6][CH:7]([OH:8])[c:9]1[cH:10][cH:11][cH:12][cH:13][cH:14]1. Reactants: CC(C)(C)c1nc(C2CCC2)cc(N2CCN(CCCCN)CC2)n1, CCN=C=NCCCN(C)C, CCN(C(C)C)C(C)C, ClCCl, Cl, Oc1cccc2[nH]nnc12, O=C(O)c1cncnc1. The product is CC(C)(C)c1nc(C2CCC2)cc(N2CCN(CCCCNC(=O)c3cncnc3)CC2)n1. Reaction SMILES: [C:10]([CH3:11])([CH3:12])([CH3:13])[c:14]1[n:15][c:16]([CH:31]2[CH2:32][CH2:33][CH2:34]2)[cH:17][c:18]([N:20]2[CH2:21][CH2:22][N:23]([CH2:26][CH2:27][CH2:28][CH2:29][NH2:30])[CH2:24][CH2:25]2)[n:19]1.[CH2:55]([N:56]=[C:57]=[N:58][CH2:59][CH2:60][CH2:61][N:62]([CH3:63])[CH3:64])[CH3:65].[CH:35]([N:36]([CH:37]([CH3:38])[CH3:39])[CH2:40][CH3:41])([CH3:42])[CH3:43].[Cl:66][CH2:67][Cl:68].[ClH:54].[OH:44][c:45]1[c:46]2[n:47][n:48][nH:49][c:50]2[cH:51][cH:52][cH:53]1.[n:1]1[cH:2][n:3][cH:4][c:5]([C:7](=[O:8])[OH:9])[cH:6]1>>[n:1]1[cH:2][n:3][cH:4][c:5]([C:7](=[O:9])[NH:30][CH2:29][CH2:28][CH2:27][CH2:26][N:23]2[CH2:22][CH2:21][N:20]([c:18]3[cH:17][c:16]([CH:31]4[CH2:32][CH2:33][CH2:34]4)[n:15][c:14]([C:10]([CH3:11])([CH3:12])[CH3:13])[n:19]3)[CH2:25][CH2:24]2)[cH:6]1. Isolated yield 97.6%. RXN SMILES: [CH2:1]([C:4]1[NH:5][C:6]([C:13]([O:15][CH3:16])=[O:14])=[C:7]([C:9]([O:11][CH3:12])=[O:10])[N:8]=1)[CH2:2][CH3:3].Br[CH2:18][C:19]1[CH:24]=[CH:23][C:22]([C:25]2[CH:30]=[CH:29][CH:28]=[CH:27][C:26]=2[C:31]([O:33][CH3:34])=[O:32])=[CH:21][CH:20]=1>>[C:31]([C:26]1[CH:27]=[CH:28][CH:29]=[CH:30][C:25]=1[C:22]1[CH:21]=[CH:20][C:19]([CH2:18][N:8]2[C:7]([C:9]([O:11][CH3:12])=[O:10])=[C:6]([C:13]([O:15][CH3:16])=[O:14])[N:5]=[C:4]2[CH2:1][CH2:2][CH3:3])=[CH:24][CH:23]=1)([O:33][CH3:34])=[O:32]. Procedure details: 2-n-Propyl-4,5-dicarbomethoxyimidazole (2.00 g, 8.8 mmol, 1 eq.) was alkylated with 4'-bromomethyl-2-carbomethoxybiphenyl (2.70 g, 8.8 mmol, 1 eq.) by the procedure described in Example 1, Part A. Obtained 3.87 g of a yellow oil which was suitable for further transformation. NMR (DMSO-d6): δ7.84-7.22 (m, 4H); 7.22 (d, 2H, J=9 Hz); 7.13 (d, 2H, J=9 Hz); 5.50 (s, 2H); 3.77 (s, 3H); 3.75 (s, 3H); 3.55 (s, 3H); 2.67 (t, 2H, J=7 Hz); 1.67 (t of q, 2H, J=7,7 Hz); 0.88 (t, 3H, J=7 Hz). The reactants are C(CC)C=1NC(=C(N1)C(=O)OC)C(=O)OC (2-n-Propyl-4,5-dicarbomethoxyimidazole), BrCC1=CC=C(C=C1)C1=C(C=CC=C1)C(=O)OC (4'-bromomethyl-2-carbomethoxybiphenyl). Product: C(=O)(OC)C1=C(C=CC=C1)C1=CC=C(C=C1)CN1C(=NC(=C1C(=O)OC)C(=O)OC)CCC (1-[(2'-Carbomethoxybiphenyl-4-yl)methyl]-4,5-dicarbomethoxy-2-n-propylimidazole). Reaction SMILES: [C:25](=[O:26])([O-:27])[O-:28].[CH3:13][C:14]1([CH3:24])[O:15][C:16](=[O:23])[C:17]2([CH2:18][CH2:19]2)[C:20](=[O:22])[O:21]1.[CH3:31][N:32]([CH3:33])[CH:34]=[O:35].[K+:29].[K+:30].[NH2:1][c:2]1[n:3][c:4]([Cl:12])[c:5]2[nH:6][c:7]([Cl:11])[n:8][c:9]2[n:10]1>>[NH2:1][c:2]1[n:3][c:4]([Cl:12])[c:5]2[n:6][c:7]([Cl:11])[n:8]([CH2:19][CH2:18][CH:17]3[C:16](=[O:23])[O:15][C:14]([CH3:13])([CH3:24])[O:21][C:20]3=[O:22])[c:9]2[n:10]1. Yields the product CC1(C)OC(=O)C(CCn2c(Cl)nc3c(Cl)nc(N)nc32)C(=O)O1. Reactants: O=C([O-])[O-], CC1(C)OC(=O)C2(CC2)C(=O)O1, CN(C)C=O, [K+], [K+], Nc1nc(Cl)c2[nH]c(Cl)nc2n1. Starting materials: CSSc1ccccc1C(C)(C)CC(=O)O, CN(C)c1ccncc1, CC(C)N=C=NC(C)C, ClCCl, Oc1ccc(F)cc1. Yields the product CSSc1ccccc1C(C)(C)CC(=O)Oc1ccc(F)cc1. As a reaction SMILES: [CH3:1][C:2]([CH2:3][C:4](=[O:5])[OH:6])([CH3:7])[c:8]1[c:9]([S:14][S:15][CH3:16])[cH:10][cH:11][cH:12][cH:13]1.[CH3:34][N:35]([c:36]1[cH:37][cH:38][n:39][cH:40][cH:41]1)[CH3:42].[CH:25]([N:26]=[C:27]=[N:28][CH:29]([CH3:30])[CH3:31])([CH3:32])[CH3:33].[Cl:43][CH2:44][Cl:45].[F:17][c:18]1[cH:19][cH:20][c:21]([OH:24])[cH:22][cH:23]1>>[CH3:1][C:2]([CH2:3][C:4](=[O:5])[O:6][c:21]1[cH:20][cH:19][c:18]([F:17])[cH:23][cH:22]1)([CH3:7])[c:8]1[c:9]([S:14][S:15][CH3:16])[cH:10][cH:11][cH:12][cH:13]1.